Dataset: the Open Reaction Database (ORD), a public repository of structured organic reaction records. Task: describe an organic reaction: reactants, conditions, products, and yield The reactants are BrC=1N=C2C(=NC1)N(C=C2C(=O)NC(C)(C)C)COCC[Si](C)(C)C (2-bromo-N-tert-butyl-5-((2-(trimethylsilyl)ethoxy)methyl)-5H-pyrrolo[2,3-b]pyrazine-7-carboxamide), N1=CC(=CC=C1)N (pyridin-3-amine), C=1C=CC(=CC1)P(C=2C=CC=CC2)C3=CC=C4C=CC=CC4=C3C5=C6C=CC=CC6=CC=C5P(C=7C=CC=CC7)C=8C=CC=CC8 (BINAP), CC(C)([O-])C.[Na+] (sodium tert-butoxide). Reagents/catalysts: C(C)(=O)[O-].[Pd+2].C(C)(=O)[O-] (palladium (II) acetate). Solvent: O (water), CN(C)C=O (DMF), C1(=CC=CC=C1)C (toluene). Run at temperature 140 celsius. Product: C(C)(C)(C)NC(=O)C1=CN(C2=NC=C(N=C21)NC=2C=NC=CC2)COCC[Si](C)(C)C (N-tert-butyl-2-(pyridin-3-ylamino)-5-((2-(trimethylsilyl)ethoxy)methyl)-5H-pyrrolo[2,3-b]pyrazine-7-carboxamide). Isolated yield 28.5%. RXN SMILES: Br[C:2]1[N:3]=[C:4]2[C:10]([C:11]([NH:13][C:14]([CH3:17])([CH3:16])[CH3:15])=[O:12])=[CH:9][N:8]([CH2:18][O:19][CH2:20][CH2:21][Si:22]([CH3:25])([CH3:24])[CH3:23])[C:5]2=[N:6][CH:7]=1.[N:26]1[CH:31]=[CH:30][CH:29]=[C:28]([NH2:32])[CH:27]=1.C1C=CC(P(C2C(C3C(P(C4C=CC=CC=4)C4C=CC=CC=4)=CC=C4C=3C=CC=C4)=C3C(C=CC=C3)=CC=2)C2C=CC=CC=2)=CC=1.CC(C)([O-])C.[Na+]>CN(C=O)C.C1(C)C=CC=CC=1.O.C([O-])(=O)C.[Pd+2].C([O-])(=O)C>[C:14]([NH:13][C:11]([C:10]1[C:4]2[C:5](=[N:6][CH:7]=[C:2]([NH:32][C:28]3[CH:27]=[N:26][CH:31]=[CH:30][CH:29]=3)[N:3]=2)[N:8]([CH2:18][O:19][CH2:20][CH2:21][Si:22]([CH3:25])([CH3:24])[CH3:23])[CH:9]=1)=[O:12])([CH3:17])([CH3:16])[CH3:15] |f:3.4,8.9.10|. Procedure details: A mixture of 2-bromo-N-tert-butyl-5-((2-(trimethylsilyl)ethoxy)methyl)-5H-pyrrolo[2,3-b]pyrazine-7-carboxamide (150 mg, 351 mol), pyridin-3-amine (49.5 mg, 526 mol), BINAP (10.9 mg, 17.5 mol), palladium (II) acetate (19.7 mg, 87.7 mol) and sodium tert-butoxide (84.3 mg, 877 mol) in DMF (1 mL) and toluene (500 μL) was heated in a microwave at 140° C. for 20 min. The reaction mixture was diluted with water then extracted into ethyl acetate (3×). The combined organic extracts were washed with brine... Reactants: C1(=CC=CC=C1)P(C1=CC=CC=C1)(C1=CC=CC=C1)=O (triphenylphosphine oxide), FC1=CC=C(C=C1)C(=C(CO)N1N=NN=C1)C1=CC=C(C=C1)F (3,3-bis(4-fluorophenyl)-2-(tetrazol-1-yl)2-propenol), C1(=CC=CC=C1)P(C1=CC=CC=C1)C1=CC=CC=C1 (triphenylphosphine), BrN1C(CCC1=O)=O (N-bromosuccinimide). Run in hexanes, O1CCCC1 (tetrahydrofuran). Yields the product FC1=CC=C(C=C1)C(=C(CBr)N1N=NN=C1)C1=CC=C(C=C1)F (3,3-Bis(4-fluorophenyl)-1-bromo-2-(1H-tetrazol-1-Yl)-2-propene). Reaction SMILES: [F:1][C:2]1[CH:7]=[CH:6][C:5]([C:8]([C:17]2[CH:22]=[CH:21][C:20]([F:23])=[CH:19][CH:18]=2)=[C:9]([N:12]2[CH:16]=[N:15][N:14]=[N:13]2)[CH2:10]O)=[CH:4][CH:3]=1.C1(P(C2C=CC=CC=2)C2C=CC=CC=2)C=CC=CC=1.[Br:43]N1C(=O)CCC1=O.C1(P(=O)(C2C=CC=CC=2)C2C=CC=CC=2)C=CC=CC=1>O1CCCC1>[F:1][C:2]1[CH:7]=[CH:6][C:5]([C:8]([C:17]2[CH:22]=[CH:21][C:20]([F:23])=[CH:19][CH:18]=2)=[C:9]([N:12]2[CH:16]=[N:15][N:14]=[N:13]2)[CH2:10][Br:43])=[CH:4][CH:3]=1. Procedure details: A solution of 3,3-bis(4-fluorophenyl)-2-(tetrazol-1-yl)2-propenol (108 mg, 0.34 mmol), triphenylphosphine (118 mg, 0.45 mmol) and N-bromosuccinimide (74 mg, 0.42 mmol) in tetrahydrofuran (5 mL) was stirred in an inert atmosphere for a period of 1.5 hours. The suspension (triphenylphosphine oxide precipitate) was diluted with hexanes (25 mL) and the suspension was filtered. The filtrate was concentrated under reduced pressure and the semi-crystalline solid was filtered through a short silica gel ... The reactants are [Na] (sodium), Cl.C(CCCC)(=N)N (valeramidine hydrochloride), ClC=1C=C(C=CC1Cl)N=C=O (3,4-dichlorophenyl isocyanate). Solvent: CC(=O)C (acetone), CC(=O)C (acetone). The product is ClC=1C=C(C=CC1Cl)NC(=O)NC(CCCC)=N (1-(3,4-Dichlorophenyl)-3-(pentanimidoyl)urea). RXN SMILES: [Na].Cl.[C:3]([NH2:9])(=[NH:8])[CH2:4][CH2:5][CH2:6][CH3:7].[Cl:10][C:11]1[CH:12]=[C:13]([N:18]=[C:19]=[O:20])[CH:14]=[CH:15][C:16]=1[Cl:17]>CC(C)=O>[Cl:10][C:11]1[CH:12]=[C:13]([NH:18][C:19]([NH:8][C:3](=[NH:9])[CH2:4][CH2:5][CH2:6][CH3:7])=[O:20])[CH:14]=[CH:15][C:16]=1[Cl:17] |f:1.2,^1:0|. Procedure: Following a procedure similar to that described in Example 1 but using 3.39 g. sodium in 200 ml. dry acetone, 20 g. valeramidine hydrochloride, and 27.6 g. 3,4-dichlorophenyl isocyanate in 100 ml. dry acetone, there was obtained after recrystallization from acetone 10.5 g. of the hydrochloride of 1-(3,4-dichlorophenyl)-3-(pentanimidoyl)urea; m.p. 177°-179°C. The reactants are NC(=N)N (guanidine), CC1=C(C(=O)OC)C=C(C(=C1)C(C)C)S(=O)(=O)C (methyl 2-methyl-4-isopropyl-5-methylsulfonylbenzoate), Pd(II) 1,1'-bis(diphenylphosphine)ferrocene chloride, CC1=C(C(=O)OC)C=C(C(=C1)Br)S(=O)(=O)C (methyl 2-methyl-4-bromo-5-methylsulfonylbenzoate), [Cl-].C(C)(C)[Zn+] (isopropylzinc chloride). Reagents/catalysts: [Cu]I (CuI). The solvent is CO (methanol). Conditions: time 5 hour. Yields the product NC(=NC(C1=C(C=C(C(=C1)S(=O)(=O)C)C(C)C)C)=O)N (N-diaminomethylene-2-methyl-4-isopropyl-5-methylsulfonylbenzamide). RXN SMILES: [CH3:1][C:2]1[CH:11]=[C:10]([CH:12]([CH3:14])[CH3:13])[C:9]([S:15]([CH3:18])(=[O:17])=[O:16])=[CH:8][C:3]=1[C:4](OC)=[O:5].CC1C=C(Br)C(S(C)(=O)=O)=CC=1C(OC)=O.[Cl-].C([Zn+])(C)C.[NH2:40][C:41]([NH2:43])=[NH:42]>CO.[Cu]I>[NH2:42][C:41]([NH2:43])=[N:40][C:4](=[O:5])[C:3]1[CH:8]=[C:9]([S:15]([CH3:18])(=[O:17])=[O:16])[C:10]([CH:12]([CH3:14])[CH3:13])=[CH:11][C:2]=1[CH3:1] |f:2.3|. Reported procedure: A solution of 1.4 g of methyl 2-methyl-4-isopropyl-5-methylsulfonylbenzoate [obtainable by reacting methyl 2-methyl-4-bromo-5-methylsulfonylbenzoate with isopropylzinc chloride in the presence of Pd(II) 1,1'-bis(diphenylphosphine)ferrocene chloride and CuI] and 1.5 g of guanidine in 50 ml of methanol is boiled for five hours and the solvent is then removed. The residue is treated with water and the remaining crystalline crop is filtered off with suction and treated with dil. sodium hydroxide sol... Starting materials: CC(=O)N(C)c1ccc(NC(=O)OCC(Cl)(Cl)Cl)cn1, CS(C)=O, CCN(C(C)C)C(C)C, O, c1ccc(-c2nsc(N3CCNCC3)n2)cc1. Yields the product CC(=O)N(C)c1ccc(NC(=O)N2CCN(c3nc(-c4ccccc4)ns3)CC2)cn1. Reaction SMILES: [C:1]([CH3:2])(=[O:3])[N:4]([c:5]1[cH:6][cH:7][c:8]([NH:11][C:12]([O:13][CH2:14][C:15]([Cl:16])([Cl:17])[Cl:18])=[O:19])[cH:9][n:10]1)[CH3:20].[CH3:47][S:48]([CH3:49])=[O:50].[CH:38]([N:39]([CH:40]([CH3:41])[CH3:42])[CH2:43][CH3:44])([CH3:45])[CH3:46].[OH2:51].[c:21]1(-[c:27]2[n:28][s:29][c:30]([N:32]3[CH2:33][CH2:34][NH:35][CH2:36][CH2:37]3)[n:31]2)[cH:22][cH:23][cH:24][cH:25][cH:26]1>>[C:1]([CH3:2])(=[O:3])[N:4]([c:5]1[cH:6][cH:7][c:8]([NH:11][C:12](=[O:19])[N:35]2[CH2:34][CH2:33][N:32]([c:30]3[s:29][n:28][c:27](-[c:21]4[cH:22][cH:23][cH:24][cH:25][cH:26]4)[n:31]3)[CH2:37][CH2:36]2)[cH:9][n:10]1)[CH3:20]. Procedure: Following general procedure F, {6-bromo-4-[3-(2-(4-methylpiperazin-1-yl)ethyl)phenylamino]quinolin-3-yl}(cyclopropyl)methanone (56 mg, 0.110 mmol) was reacted with 2,6-dichloro-4-(4,4,5,5-tetramethyl-1,3,2-dioxaborolan-2-yl)phenol (48 mg, 0.165 mmol) to afford the desired product (47 mg, 74%) as a yellow solid: 1H NMR (500 MHz, CD3OD) δ 9.25 (s, 1H), 7.89 (s, 2H), 7.69 (s, 1H), 7.41 (t, J=7.7 Hz, 1H), 7.24 (d, J=7.7 Hz, 1H), 7.13-6.94 (m, 4H), 2.97-2.84 (m, 1H), 2.82-2.72 (m, 2H), 2.66-2.51 (m, ... Reactants: BrC=1C=C2C(=C(C=NC2=CC1)C(=O)C1CC1)NC1=CC(=CC=C1)CCN1CCN(CC1)C ({6-bromo-4-[3-(2-(4-methylpiperazin-1-yl)ethyl)phenylamino]quinolin-3-yl}(cyclopropyl)methanone), ClC1=C(C(=CC(=C1)B1OC(C(O1)(C)C)(C)C)Cl)O (2,6-dichloro-4-(4,4,5,5-tetramethyl-1,3,2-dioxaborolan-2-yl)phenol). As a reaction SMILES: Br[C:2]1[CH:3]=[C:4]2[C:9](=[CH:10][CH:11]=1)[N:8]=[CH:7][C:6]([C:12]([CH:14]1[CH2:16][CH2:15]1)=[O:13])=[C:5]2[NH:17][C:18]1[CH:23]=[CH:22][CH:21]=[C:20]([CH2:24][CH2:25][N:26]2[CH2:31][CH2:30][N:29]([CH3:32])[CH2:28][CH2:27]2)[CH:19]=1.[Cl:33][C:34]1[CH:39]=[C:38](B2OC(C)(C)C(C)(C)O2)[CH:37]=[C:36]([Cl:49])[C:35]=1[OH:50]>>[CH:14]1([C:12]([C:6]2[CH:7]=[N:8][C:9]3[C:4]([C:5]=2[NH:17][C:18]2[CH:23]=[CH:22][CH:21]=[C:20]([CH2:24][CH2:25][N:26]4[CH2:27][CH2:28][N:29]([CH3:32])[CH2:30][CH2:31]4)[CH:19]=2)=[CH:3][C:2]([C:38]2[CH:39]=[C:34]([Cl:33])[C:35]([OH:50])=[C:36]([Cl:49])[CH:37]=2)=[CH:11][CH:10]=3)=[O:13])[CH2:15][CH2:16]1. Yields the product C1(CC1)C(=O)C=1C=NC2=CC=C(C=C2C1NC1=CC(=CC=C1)CCN1CCN(CC1)C)C1=CC(=C(C(=C1)Cl)O)Cl (Cyclopropyl{6-(3,5-dichloro-4-hydroxyphenyl)-4-[3-(2-(4-methylpiperazin-1-yl)ethyl)phenylamino]quinolin-3-yl}methanone). Yield: 74.2%. Starting materials: C(C)(=O)O[BH-](OC(C)=O)OC(C)=O.[Na+] (sodium triacetoxyborohydride), [N+](=O)([O-])C=1C=C2CCC(N(C2=CC1)CC(C)=O)=O (6-nitro-1-(2-oxopropyl)-3,4-dihydroquinolin-2(1H)-one), N1CCCC1 (pyrrolidine), C(C)(=O)O (acetic acid). The solvent is ClCCCl (1,2-dichloroethane), CO.C(Cl)Cl (MeOH CH2Cl2). Conditions: time 8 hour. Yields the product [N+](=O)([O-])C=1C=C2CCC(N(C2=CC1)CC(C)N1CCCC1)=O (6-nitro-1-(2-(pyrrolidin-1-yl)propyl)-3,4-dihydroquinolin-2(1H)-one). RXN SMILES: [N+:1]([C:4]1[CH:5]=[C:6]2[C:11](=[CH:12][CH:13]=1)[N:10]([CH2:14][C:15](=O)[CH3:16])[C:9](=[O:18])[CH2:8][CH2:7]2)([O-:3])=[O:2].[NH:19]1[CH2:23][CH2:22][CH2:21][CH2:20]1.C(O)(=O)C.C(O[BH-](OC(=O)C)OC(=O)C)(=O)C.[Na+]>ClCCCl.CO.C(Cl)Cl>[N+:1]([C:4]1[CH:5]=[C:6]2[C:11](=[CH:12][CH:13]=1)[N:10]([CH2:14][CH:15]([N:19]1[CH2:23][CH2:22][CH2:21][CH2:20]1)[CH3:16])[C:9](=[O:18])[CH2:8][CH2:7]2)([O-:3])=[O:2] |f:3.4,6.7|. Procedure: A solution of 6-nitro-1-(2-oxopropyl)-3,4-dihydroquinolin-2(1H)-one (500 mg, 2.01 mmol) and pyrrolidine (333 μL, 4.03 mmol) in 10 mL 1,2-dichloroethane (DCE) was treated with acetic acid (228 μL, 4.03 mmol) followed by sodium triacetoxyborohydride (1.27 g, 6.03 mmol). The suspension was stirred at room temperature overnight then quenched with 10 mL 1N NaOH. The mixture was diluted with 15 mL H2O then extracted with 2×100 mL CH2Cl2. The combined organic fractions were rinsed with 50 mL H2O, dried...